The task is: describe an organic reaction: reactants, conditions, products, and yield. This data is from the Open Reaction Database (ORD), a public repository of structured organic reaction records. Starting materials: Cl.C1(=CC=CC=C1)[C@H](COCC1CCNCC1)NC(OCC1=CC=CC=C1)=O (benzyl N-[(R)-1-phenyl-2-(piperidin-4-ylmethoxy)ethyl]carbamate hydrochloride), CC(=O)C (acetone). Product: C(C)(C)N1CCC(CC1)COC[C@@H](C1=CC=CC=C1)NC(OCC1=CC=CC=C1)=O (Benzyl N-[(R)-2-(1-Isopropylpiperidin-4-ylmethoxy)-1-phenyl-ethyl]carbamate). As a reaction SMILES: Cl.[C:2]1([C@@H:8]([NH:18][C:19](=[O:28])[O:20][CH2:21][C:22]2[CH:27]=[CH:26][CH:25]=[CH:24][CH:23]=2)[CH2:9][O:10][CH2:11][CH:12]2[CH2:17][CH2:16][NH:15][CH2:14][CH2:13]2)[CH:7]=[CH:6][CH:5]=[CH:4][CH:3]=1.[CH3:29][C:30]([CH3:32])=O>>[CH:30]([N:15]1[CH2:16][CH2:17][CH:12]([CH2:11][O:10][CH2:9][C@H:8]([NH:18][C:19](=[O:28])[O:20][CH2:21][C:22]2[CH:23]=[CH:24][CH:25]=[CH:26][CH:27]=2)[C:2]2[CH:7]=[CH:6][CH:5]=[CH:4][CH:3]=2)[CH2:13][CH2:14]1)([CH3:32])[CH3:29] |f:0.1|. Reported procedure: Using alkylation method A, benzyl N-[(R)-1-phenyl-2-(piperidin-4-ylmethoxy)ethyl]carbamate hydrochloride (3.7 g, 0.91 mmol) and acetone (2.3 g, 40 mmol) afforded, after purification (SiO2: 8:2:1 hexane:EtOAc:isopropylamine), 1.1 g (29%) of the title compound. Starting materials: COC(=O)c1c(Cc2ccc(C(=O)CBr)cc2)c(=O)c2ccc(C)nc2n1-c1ccccc1, CCO, O=C[O-], [Na+]. Product: COC(=O)c1c(Cc2ccc(C(=O)CO)cc2)c(=O)c2ccc(C)nc2n1-c1ccccc1. Reaction SMILES: [CH3:1][O:2][C:3](=[O:4])[c:5]1[n:6](-[c:28]2[cH:29][cH:30][cH:31][cH:32][cH:33]2)[c:7]2[n:8][c:9]([CH3:27])[cH:10][cH:11][c:12]2[c:13](=[O:26])[c:14]1[CH2:15][c:16]1[cH:17][cH:18][c:19]([C:22]([CH2:23][Br:24])=[O:25])[cH:20][cH:21]1.[CH3:38][CH2:39][OH:40].[CH:34](=[O:35])[O-:36].[Na+:37]>>[CH3:1][O:2][C:3](=[O:4])[c:5]1[n:6](-[c:28]2[cH:29][cH:30][cH:31][cH:32][cH:33]2)[c:7]2[n:8][c:9]([CH3:27])[cH:10][cH:11][c:12]2[c:13](=[O:26])[c:14]1[CH2:15][c:16]1[cH:17][cH:18][c:19]([C:22]([CH2:23][OH:35])=[O:25])[cH:20][cH:21]1. The reactants are CC1(/C(/N(C=2C=CC3=C(C12)C=C(C=C3S(=O)(=O)[O-])S(=O)(=O)[O-])CCCS(=O)(=O)[O-])=C\C=C(\C=C\C3=[N+](C=1C=CC2=C(C1C3(C)C)C=C(C=C2S(=O)(=O)[O-])S(=O)(=O)[O-])CCCS(=O)(=O)[O-])/C2=CC(=CC=C2)CCCCC(=O)NCCN2C(CCC2=O)=O)C.[Na+].[Na+].[Na+].[Na+].[Na+] (Sodium 2-((1E,3Z,5E)-5-(1,1-Dimethyl-6,8-disulfonato-3-(3-sulfonatopropyl)-1H-benzo[e]indol-2(3H)-ylidene)-3-(3-(5-(2-(2,5-dioxo-2,5-dihydro4H-pyrrol-1-yl)ethylamino)-5-oxopentyl)phenyl)penta-1,3-dienyl)-1,1-dimethyl-3-(3-sulfonatopropyl)-1H-benzo[e]indolium-6,8-disulfonate), CC1(/C(/N(C=2C=CC3=C(C12)C=C(C=C3S(=O)(=O)[O-])S(=O)(=O)[O-])CCCCS(=O)(=O)[O-])=C\C=C(\C=C\C3=[N+](C=1C=CC2=C(C1C3(C)C)C=C(C=C2S(=O)(=O)[O-])S(=O)(=O)[O-])CCCCS(=O)(=O)[O-])/C2=CC(=CC=C2)CCC(=O)ON2C(CCC2=O)=O)C.[Na+].[Na+].[Na+].[Na+].[Na+] (Sodium 2-((1E,3Z,5E)-5-(1,1-Dimethyl-6,8-disulfonato-3-(4-sulfonatobutyl)-1H-benzo[e]indol-2(3H)-ylidene)-3-(3-(3-(2,5-dioxopyrrolidin-1-yloxy)-3-oxopropyl)phenyl)penta-1,3-dienyl)-1,1-dimethyl-3-(4-sulfonatobutyl)-1H-benzo[e]indolium-6,8-disulfonate). The product is CC1(/C(/N(C=2C=CC3=C(C12)C=C(C=C3S(=O)(=O)[O-])S(=O)(=O)[O-])CCCCS(=O)(=O)[O-])=C\C=C(\C=C\C3=[N+](C=1C=CC2=C(C1C3(C)C)C=C(C=C2S(=O)(=O)[O-])S(=O)(=O)[O-])CCCCS(=O)(=O)[O-])/C2=CC(=CC=C2)CCC(=O)NCCN2C(C=CC2=O)=O)C.[Na+].[Na+].[Na+].[Na+].[Na+] (Sodium 2-((1E,3Z,5E)-5-(1,1-Dimethyl-6,8-disulfonato-3-(4-sulfonatobutyl)-1H-benzo[e]indol-2(3H)-ylidene)-3-(3-(3-(2-(2,5-dioxo-2,5-dihydro-1H-pyrrol-1-yl)ethylamino)-3-oxopropyl)phenyl)penta-1,3-dienyl)-1,1-dimethyl-3-(4-sulfonatobutyl)-1H-benzo[e]indolium-6,8-disulfonate). RXN SMILES: CC1(C)C2C3C=C(S([O-])(=O)=O)C=C(S([O-])(=O)=O)C=3C=CC=2N(CCCS([O-])(=O)=O)/C/1=C/C=C(\C1C=CC=C(CCCCC([NH:77][CH2:78][CH2:79][N:80]2[C:84](=[O:85])[CH2:83][CH2:82][C:81]2=[O:86])=O)C=1)/C=C/C1C(C)(C)C2C3C=C(S([O-])(=O)=O)C=C(S([O-])(=O)=O)C=3C=CC=2[N+]=1CCCS([O-])(=O)=O.[Na+:88].[Na+].[Na+].[Na+].[Na+].[CH3:93][C:94]1([CH3:177])[C:102]2[C:101]3[CH:103]=[C:104]([S:111]([O-:114])(=[O:113])=[O:112])[CH:105]=[C:106](S([O-])(=O)=O)[C:100]=3[CH:99]=[CH:98][C:97]=2[N:96]([CH2:115][CH2:116][CH2:117][CH2:118][S:119]([O-:122])(=[O:121])=[O:120])/[C:95]/1=[CH:123]/[CH:124]=[C:125](\[C:159]1[CH:164]=[CH:163][CH:162]=[C:161]([CH2:165][CH2:166][C:167](ON2C(=O)CCC2=O)=[O:168])[CH:160]=1)/[CH:126]=[CH:127]/[C:128]1[C:136]([CH3:138])([CH3:137])[C:135]2[C:134]3[CH:139]=[C:140](S([O-])(=O)=O)[CH:141]=[C:142]([S:143]([O-:146])(=[O:145])=[O:144])[C:133]=3[CH:132]=[CH:131][C:130]=2[N+:129]=1[CH2:151][CH2:152][CH2:153][CH2:154][S:155]([O-:158])(=[O:157])=[O:156].[Na+].[Na+].[Na+].[Na+].[Na+]>>[CH3:137][C:136]1([CH3:138])[C:135]2[C:134]3[CH:139]=[C:140]([S:111]([O-:114])(=[O:113])=[O:112])[CH:141]=[C:142]([S:143]([O-:146])(=[O:144])=[O:145])[C:133]=3[CH:132]=[CH:131][C:130]=2[N:129]([CH2:151][CH2:152][CH2:153][CH2:154][S:155]([O-:158])(=[O:156])=[O:157])/[C:128]/1=[CH:127]/[CH:126]=[C:125](\[C:159]1[CH:164]=[CH:163][CH:162]=[C:161]([CH2:165][CH2:166][C:167]([NH:77][CH2:78][CH2:79][N:80]2[C:84](=[O:85])[CH:83]=[CH:82][C:81]2=[O:86])=[O:168])[CH:160]=1)/[CH:124]=[CH:123]/[C:95]1[C:94]([CH3:93])([CH3:177])[C:102]2[C:101]3[CH:103]=[C:104]([S:111]([O-:114])(=[O:113])=[O:112])[CH:105]=[C:106]([S:119]([O-:122])(=[O:121])=[O:120])[C:100]=3[CH:99]=[CH:98][C:97]=2[N+:96]=1[CH2:115][CH2:116][CH2:117][CH2:118][S:119]([O-:122])(=[O:120])=[O:121].[Na+:88].[Na+:88].[Na+:88].[Na+:88].[Na+:88] |f:0.1.2.3.4.5,6.7.8.9.10.11,12.13.14.15.16.17|. Procedure: Compound 22 is prepared analogously to compound 21 (Example 27), except that compound 11 is used as a starting material.